This data is from the Open Reaction Database (ORD), a public repository of structured organic reaction records. The task is: describe an organic reaction: reactants, conditions, products, and yield Reactants: CN(C)P(=O)(N(C)C)N(C)C, CCO, [I-], CCOC(=O)c1ccc(N)cc1, [Na+], O, ClCCCCCCCCc1ccccc1. The product is CCOC(=O)c1ccc(NCCCCCCCCc2ccccc2)cc1. RXN SMILES: [CH3:13][N:14]([P:15]([N:16]([CH3:17])[CH3:18])([N:19]([CH3:20])[CH3:21])=[O:22])[CH3:23].[CH3:41][CH2:42][OH:43].[I-:40].[NH2:1][c:2]1[cH:3][cH:4][c:5]([C:6](=[O:7])[O:8][CH2:9][CH3:10])[cH:11][cH:12]1.[Na+:39].[OH2:44].[c:24]1([CH2:30][CH2:31][CH2:32][CH2:33][CH2:34][CH2:35][CH2:36][CH2:37][Cl:38])[cH:25][cH:26][cH:27][cH:28][cH:29]1>>[NH:1]([c:2]1[cH:3][cH:4][c:5]([C:6](=[O:7])[O:8][CH2:9][CH3:10])[cH:11][cH:12]1)[CH2:37][CH2:36][CH2:35][CH2:34][CH2:33][CH2:32][CH2:31][CH2:30][c:24]1[cH:25][cH:26][cH:27][cH:28][cH:29]1. Starting materials: Cc1cc(C)c(C)c(C(=O)CBr)c1C, CN(C)C=O, O, c1c[nH]cn1. Yields the product Cc1cc(C)c(C)c(C(=O)Cn2ccnc2)c1C. RXN SMILES: [Br:1][CH2:2][C:3](=[O:4])[c:5]1[c:6]([CH3:14])[c:7]([CH3:8])[cH:9][c:10]([CH3:13])[c:11]1[CH3:12].[CH3:15][N:16]([CH3:17])[CH:18]=[O:19].[OH2:25].[nH:20]1[cH:21][n:22][cH:23][cH:24]1>>[CH2:2]([C:3](=[O:4])[c:5]1[c:6]([CH3:14])[c:7]([CH3:8])[cH:9][c:10]([CH3:13])[c:11]1[CH3:12])[n:20]1[cH:21][n:22][cH:23][cH:24]1. Reactants: FC(C1=C(CN2CCC(CC2)C=O)C=CC(=C1)C(F)(F)F)(F)F (1-[2,4-bis(trifluoromethyl)benzyl]piperidine-4-carbaldehyde), C(C)N(CC#CCNC1=NC(SC1)=O)CC (4-{[4-(diethylamino)but-2-yn-1-yl]amino}-1,3-thiazol-2(5H)-one), C(C)(=O)[O-].[NH2+]1CCCCC1 (piperidinium acetate). The solvent is CC(C)O (2-propanol). Reaction conditions: temperature 60 celsius, time 3 hour. Yields the product FC(C1=C(CN2CCC(CC2)\C=C/2\C(=NC(S2)=O)NCC#CCN(CC)CC)C=CC(=C1)C(F)(F)F)(F)F ((5Z)-5-({1-[2,4-bis(trifluoromethyl)benzyl]piperidin-4-yl}methylidene)-4-{[4-(diethylamino)but-2-yn-1-yl]amino}-1,3-thiazol-2(5H)-one). Yield: 49.7%. RXN SMILES: [F:1][C:2]([F:23])([F:22])[C:3]1[CH:17]=[C:16]([C:18]([F:21])([F:20])[F:19])[CH:15]=[CH:14][C:4]=1[CH2:5][N:6]1[CH2:11][CH2:10][CH:9]([CH:12]=O)[CH2:8][CH2:7]1.[CH2:24]([N:26]([CH2:38][CH3:39])[CH2:27][C:28]#[C:29][CH2:30][NH:31][C:32]1[CH2:36][S:35][C:34](=[O:37])[N:33]=1)[CH3:25].C([O-])(=O)C.[NH2+]1CCCCC1>CC(O)C>[F:23][C:2]([F:1])([F:22])[C:3]1[CH:17]=[C:16]([C:18]([F:21])([F:20])[F:19])[CH:15]=[CH:14][C:4]=1[CH2:5][N:6]1[CH2:11][CH2:10][CH:9](/[CH:12]=[C:36]2/[C:32]([NH:31][CH2:30][C:29]#[C:28][CH2:27][N:26]([CH2:24][CH3:25])[CH2:38][CH3:39])=[N:33][C:34](=[O:37])[S:35]/2)[CH2:8][CH2:7]1 |f:2.3|. Procedure details: To a solution of 1-[2,4-bis(trifluoromethyl)benzyl]piperidine-4-carbaldehyde (780 mg) in 2-propanol (5 mL) were added 4-{[4-(diethylamino)but-2-yn-1-yl]amino}-1,3-thiazol-2(5H)-one (550 mg) and piperidinium acetate (334 mg) at room temperature. The reaction mixture was stirred at 60° C. for 3 hr. The solvent was evaporated under reduced pressure, and the residue was purified by silica gel column chromatography (NH, ethyl acetate/hexane) to give the title compound (640 mg). Starting materials: C(C)(C)(C)[C@@H]1CC[C@H](CC1)OC=1C=C2C(=CC(=NC2=CC1)CN1CC(C1)C(=O)O)C1CC1 (1-[6-(trans-4-tert-Butyl-cyclohexyloxy)-4-cyclopropyl-quinolin-2-ylmethyl]-azetidine-3-carboxylic acid), C(C)(C)(C)[C@@H]1CC[C@H](CC1)OC=1C=C2C(=CC(=NC2=CC1)CNCCC(=O)O)C (3-{[6-(trans-4-tert-Butyl-cyclohexyloxy)-4-methyl-quinolin-2-ylmethyl]-amino}-propionic acid). The product is C(C)(C)(C)[C@@H]1CC[C@H](CC1)OC=1C=C2C(=CC(=NC2=CC1)CNCCC(=O)O)C1CC1 (3-{[6-(trans-4-tert-Butyl-cyclohexyloxy)-4-cyclopropyl-quinolin-2-ylmethyl]-amino}-propionic acid). Reaction SMILES: [C:1]([C@H:5]1[CH2:10][CH2:9][C@H:8]([O:11][C:12]2[CH:13]=[C:14]3[C:19](=[CH:20][CH:21]=2)[N:18]=[C:17]([CH2:22][N:23]2C[CH:25]([C:27]([OH:29])=[O:28])[CH2:24]2)[CH:16]=[C:15]3[CH:30]2[CH2:32][CH2:31]2)[CH2:7][CH2:6]1)([CH3:4])([CH3:3])[CH3:2].C([C@H]1CC[C@H](OC2C=C3C(=CC=2)N=C(CNCCC(O)=O)C=C3C)CC1)(C)(C)C>>[C:1]([C@H:5]1[CH2:6][CH2:7][C@H:8]([O:11][C:12]2[CH:13]=[C:14]3[C:19](=[CH:20][CH:21]=2)[N:18]=[C:17]([CH2:22][NH:23][CH2:24][CH2:25][C:27]([OH:29])=[O:28])[CH:16]=[C:15]3[CH:30]2[CH2:31][CH2:32]2)[CH2:9][CH2:10]1)([CH3:4])([CH3:2])[CH3:3]. Reported procedure: Synthesized as per 1-[6-(trans-4-tert-Butyl-cyclohexyloxy)-4-cyclopropyl-quinolin-2-ylmethyl]-azetidine-3-carboxylic acid using the appropriate intermediate available from the synthesis of 3-{[6-(trans-4-tert-Butyl-cyclohexyloxy)-4-methyl-quinolin-2-ylmethyl]-amino}-propionic acid.) ESI-MS(M+H+): 425.3; 1H NMR (400 MHz, METHANOL-d4) Shift 8.00 (d, J=9.29 Hz, 1H), 7.72 (d, J=2.51 Hz, 1H), 7.43 (dd, J=2.64, 9.16 Hz, 1H), 7.14 (s, 1H), 4.50 (s, 2H), 4.40-4.49 (m, 1H), 3.44 (t, J=6.78 Hz, 2H), 2.87 ...